Dataset: the Open Reaction Database (ORD), a public repository of structured organic reaction records. Task: describe an organic reaction: reactants, conditions, products, and yield The reactants are N1=CC=CC=C1 (pyridine), N1=CC=CC=C1 (pyridine), C(C)(=O)OC(C)=O (acetic anhydride), OC(C1=CC=C(C=C1)C(C)OCOC)C1=CC=C(C=C1)C1OCCO1 (2-[4-[α-hydroxy-4-(1-methoxymethyloxyethyl)benzyl]phenyl]-1,3-dioxolane), [H][H] (hydrogen). The reagents and catalysts are [Pd] (palladium/carbon). Solvent: O (water), C(C)O (ethanol). Run at time 3 hour. Yields the product CNCC1=CC=C(C=C1)CC1=CC=C(C=C1)C(C)O (N-Methyl-4-[4-(1-hydroxyethyl)benzyl]benzylamine). Reaction SMILES: C(OC(=O)C)(=O)C.O[CH:9]([C:22]1[CH:27]=[CH:26][C:25]([CH:28]2OCCO2)=[CH:24][CH:23]=1)[C:10]1[CH:15]=[CH:14][C:13]([CH:16]([O:18]COC)[CH3:17])=[CH:12][CH:11]=1.[H][H].[N:35]1C=CC=C[CH:36]=1>[Pd].C(O)C.O>[CH3:36][NH:35][CH2:28][C:25]1[CH:26]=[CH:27][C:22]([CH2:9][C:10]2[CH:15]=[CH:14][C:13]([CH:16]([OH:18])[CH3:17])=[CH:12][CH:11]=2)=[CH:23][CH:24]=1. Procedure details: 20 ml of acetic anhydride was dropwise added to a comprising 22.8 g of the 2-[4-[α-hydroxy-4-(1-methoxymethyloxyethyl)benzyl]phenyl]-1,3-dioxolane prepared in the step (a) and 30 ml of pyridine, and the obtained mixture was stirred at room temperature for 3 hours. After the completion of the reaction, 10 ml of water was added to the reaction mixture and the obtained mixture was further stirred for 30 minutes and poured onto ice-water. The resulting mixture was extracted with ethyl acetate. The o... Starting materials: [BH4-], CO, CC(N=Cc1ccc(OCc2ccccc2F)cc1)C(N)=O, [Na+]. The product is CC(NCc1ccc(OCc2ccccc2F)cc1)C(N)=O. Reaction SMILES: [BH4-:23].[CH3:25][OH:26].[F:1][c:2]1[c:3]([CH2:4][O:5][c:6]2[cH:7][cH:8][c:9]([CH:10]=[N:11][CH:12]([C:13](=[O:14])[NH2:15])[CH3:16])[cH:17][cH:18]2)[cH:19][cH:20][cH:21][cH:22]1.[Na+:24]>>[F:1][c:2]1[c:3]([CH2:4][O:5][c:6]2[cH:7][cH:8][c:9]([CH2:10][NH:11][CH:12]([C:13](=[O:14])[NH2:15])[CH3:16])[cH:17][cH:18]2)[cH:19][cH:20][cH:21][cH:22]1.